Task: describe an organic reaction: reactants, conditions, products, and yield. Dataset: the Open Reaction Database (ORD), a public repository of structured organic reaction records The reactants are FC(C1=C(C=CC=C1)CC(=O)O)(F)F (2-(2-(trifluoromethyl)phenyl)acetic acid), ClC=1C=CC=C2C(CC3(CCNCC3)C12)CC(=O)OCC (ethyl 2-(7-chloro-2,3-dihydrospiro[indene-1,4′-piperidine]-3-yl)acetate). The product is ClC=1C=CC=C2C(CC3(CCN(CC3)C(CC3=C(C=CC=C3)C(F)(F)F)=O)C12)CC(=O)O (2-(7-chloro-1′(2-(2-(trifluoromethyl)phenyl)acetyl)-2,3-dihydrospiro[indene-1,4′-piperidine]-3-yl)acetic acid). Reaction SMILES: [F:1][C:2]([F:14])([F:13])[C:3]1[CH:8]=[CH:7][CH:6]=[CH:5][C:4]=1[CH2:9][C:10]([OH:12])=O.[Cl:15][C:16]1[CH:17]=[CH:18][CH:19]=[C:20]2[C:29]=1[C:23]1([CH2:28][CH2:27][NH:26][CH2:25][CH2:24]1)[CH2:22][CH:21]2[CH2:30][C:31]([O:33]CC)=[O:32]>>[Cl:15][C:16]1[CH:17]=[CH:18][CH:19]=[C:20]2[C:29]=1[C:23]1([CH2:24][CH2:25][N:26]([C:10](=[O:12])[CH2:9][C:4]3[CH:5]=[CH:6][CH:7]=[CH:8][C:3]=3[C:2]([F:1])([F:14])[F:13])[CH2:27][CH2:28]1)[CH2:22][CH:21]2[CH2:30][C:31]([OH:33])=[O:32]. Procedure: The title compound was prepared following a procedure analogous to that described in Example 1 using 2-(2-(trifluoromethyl)phenyl)acetic acid and ethyl 2-(7-chloro-2,3-dihydrospiro[indene-1,4′-piperidine]-3-yl)acetate. LC-MS Method 1 tR=1.83, min, m/z=468, 466 The reactants are CCCCCCCCCCCCCCO, O=C1CCC(=O)O1, O. The product is CCCCCCCCCCCCCCOC(=O)CCC(=O)O. As a reaction SMILES: [CH2:8]([CH2:9][CH2:10][CH2:11][CH2:12][CH2:13][CH2:14][CH2:15][CH2:16][CH2:17][CH2:18][CH2:19][CH2:20][CH3:21])[OH:22].[O:1]=[C:2]1[CH2:3][CH2:4][C:5](=[O:6])[O:7]1.[OH2:23]>>[O:1]=[C:2]([CH2:3][CH2:4][C:5](=[O:6])[O:22][CH2:8][CH2:9][CH2:10][CH2:11][CH2:12][CH2:13][CH2:14][CH2:15][CH2:16][CH2:17][CH2:18][CH2:19][CH2:20][CH3:21])[OH:7]. Reaction conditions: temperature 75 celsius. Reactants: O1[C@@H](CCC1)COS(=O)(=O)C (methanesulfonic acid (S)-1-(tetrahydrofuran-2-yl)methyl ester), COC(C1=CC=C(C=C1)O)=O (4-hydroxybenzoic acid methyl ester), C([O-])([O-])=O.[Cs+].[Cs+] (cesium carbonate), CN1CCCC1=O (NMP). The product is COC(C1=CC=C(C=C1)OC[C@H]1OCCC1)=O (4-[(S)-1-(Tetrahydrofuran-2-yl)methoxy]benzoic Acid Methyl Ester). Reported procedure: A mixture of methanesulfonic acid (S)-1-(tetrahydrofuran-2-yl)methyl ester (7.6 g), 4-hydroxybenzoic acid methyl ester (6.4 g), cesium carbonate (20 g) and NMP (100 ml) was heated to 75° C. for 12 hours. The cooled reaction mixture was admixed with water and extracted with ethyl acetate. The organic phase was washed three times with water, dried over magnesium sulfate and concentrated. The product was thus obtained with the molecular weight of 236.27 (C13H16O4); MS (ESI): 237 (M+H+). As a reaction SMILES: [O:1]1[CH2:5][CH2:4][CH2:3][C@H:2]1[CH2:6][O:7]S(C)(=O)=O.[CH3:12][O:13][C:14](=[O:22])[C:15]1[CH:20]=[CH:19][C:18](O)=[CH:17][CH:16]=1.C(=O)([O-])[O-].[Cs+].[Cs+].CN1C(=O)CCC1>O>[CH3:12][O:13][C:14](=[O:22])[C:15]1[CH:20]=[CH:19][C:18]([O:7][CH2:6][C@@H:2]2[CH2:3][CH2:4][CH2:5][O:1]2)=[CH:17][CH:16]=1 |f:2.3.4|. Run in O (water). The reactants are C[Si](OCCCCCCCC1C2(OCCO2)CCC1C=CC(CCCCC)=O)(C)C (6-(7-trimethylsiloxyheptyl)-7-(3-oxooct-1-enyl)-1,4-dioxaspiro[4,4]nonane), C[Si](OCCCCCCCC1C2(OCCO2)CCC1C=CC(COC1=CC=CC=C1)=O)(C)C (6-(7-trimethylsiloxyheptyl)-7-(3-oxo-4-phenoxybut-1-enyl)-1,4-dioxaspiro[4,4]nonane), C[Si](OCCCCCCCC1OC2(OC1)CCCC2)(C)C (7-trimethylsiloxyheptyl-1,4-dioxaspiro[4,4]nonane). Yields the product OC(C=CC1C(C2(OCCO2)CC1)CCCCCCCO[Si](C)(C)C)(COC1=CC=CC=C1)C (7-(3-hydroxy-3-methyl-4-phenoxybut-1-enyl)-6-(7-trimethylsiloxyheptyl)-1,4-dioxaspiro[4,4]nonane). As a reaction SMILES: [CH3:1][Si:2]([CH3:30])([CH3:29])[O:3][CH2:4][CH2:5][CH2:6][CH2:7][CH2:8][CH2:9][CH2:10][CH:11]1[CH:19]([CH:20]=[CH:21][C:22](=[O:28])[CH2:23]CCCC)[CH2:18][CH2:17][C:12]21[O:16][CH2:15][CH2:14][O:13]2.C[Si](C)(C)OCCCCCCCC1C(C=CC(=O)[CH2:53][O:54][C:55]2[CH:60]=[CH:59][CH:58]=[CH:57][CH:56]=2)CCC21OCCO2.C[Si](C)(C)OCCCCCCCC1COC2(CCCC2)O1>>[OH:28][C:22]([CH3:23])([CH2:53][O:54][C:55]1[CH:60]=[CH:59][CH:58]=[CH:57][CH:56]=1)[CH:21]=[CH:20][CH:19]1[CH2:18][CH2:17][C:12]2([O:13][CH2:14][CH2:15][O:16]2)[CH:11]1[CH2:10][CH2:9][CH2:8][CH2:7][CH2:6][CH2:5][CH2:4][O:3][Si:2]([CH3:30])([CH3:29])[CH3:1]. Procedure details: By proceeding in a similar manner to that hereinbefore described in Example 3(iii), but replacing the 6-(7-trimethylsiloxyheptyl)-7-(3-oxooct-1-enyl)-1,4-dioxaspiro[4,4]nonane used as starting material by the appropriate quantity of 6-(7-trimethylsiloxyheptyl)-7-(3-oxo-4-phenoxybut-1-enyl)-1,4-dioxaspiro[4,4]nonane, there was prepared 7-(3-hydroxy-3-methyl-4-phenoxybut-1-enyl)-6-(7-trimethylsiloxyheptyl-1,4-dioxaspiro[4,4]nonane. The reactants are ClC1=CC=C(C=C1)C(C)=O (p-chloroacetophenone), COC(N(C)C)OC (dimethylformamide dimethylacetal). The product is ClC1=CC=C(C=C1)C(C=CN(C)C)=O (4'-Chloro-3-dimethylaminoacrylophenone). RXN SMILES: [Cl:1][C:2]1[CH:7]=[CH:6][C:5]([C:8](=[O:10])[CH3:9])=[CH:4][CH:3]=1.CO[CH:13](OC)[N:14]([CH3:16])[CH3:15]>>[Cl:1][C:2]1[CH:7]=[CH:6][C:5]([C:8](=[O:10])[CH:9]=[CH:13][N:14]([CH3:16])[CH3:15])=[CH:4][CH:3]=1. Reported procedure: A mixture of 10.0 g. of p-chloroacetophenone and 25 ml. of dimethylformamide dimethylacetal is refluxed for 3 hours. Evaporation gives a thick oil which crystallized with the addition of hexane, to give the product, m.p. 78.5°-80.5° C. Recrystallization from methylene chloride and hexane provides the product of the Example as crystals, m.p. 83°-84° C. The reactants are ClC1=C(OCC(COC2=CC=C(C=C2)C(C)=O)=C)C(=CC(=C1)OCC=C(Cl)Cl)Cl (1-(4-{2-[2,6-dichloro-4-(3,3-dichloro-allyloxy)-phenoxymethyl]-allyloxy}-phenyl)-ethanone), Cl.CON (O-methyl-hydroxylamine hydrochloride), CO (methanol), C(C)(=O)[O-].[Na+] (sodium acetate). Run in C(C)(=O)OCC (ethyl acetate). Reaction conditions: temperature 25 celsius, time 24 hour. Product: CON=C(C)C1=CC=C(C=C1)OCC(=C)COC1=C(C=C(C=C1Cl)OCC=C(Cl)Cl)Cl (1-(4-{2-[2,6-dichloro-4-(3,3-dichloro-allyloxy)-phenoxy-methyl]-allyloxy}-phenyl)-ethanone O-methyl-oxime). As a reaction SMILES: [Cl:1][C:2]1[CH:22]=[C:21]([O:23][CH2:24][CH:25]=[C:26]([Cl:28])[Cl:27])[CH:20]=[C:19]([Cl:29])[C:3]=1[O:4][CH2:5][C:6](=[CH2:18])[CH2:7][O:8][C:9]1[CH:14]=[CH:13][C:12]([C:15](=O)[CH3:16])=[CH:11][CH:10]=1.Cl.[CH3:31][O:32][NH2:33].CO.C([O-])(=O)C.[Na+]>C(OCC)(=O)C>[CH3:31][O:32][N:33]=[C:15]([C:12]1[CH:11]=[CH:10][C:9]([O:8][CH2:7][C:6]([CH2:5][O:4][C:3]2[C:2]([Cl:1])=[CH:22][C:21]([O:23][CH2:24][CH:25]=[C:26]([Cl:27])[Cl:28])=[CH:20][C:19]=2[Cl:29])=[CH2:18])=[CH:14][CH:13]=1)[CH3:16] |f:1.2,4.5|. Procedure: 286 mg of 1-(4-{2-[2,6-dichloro-4-(3,3-dichloro-allyloxy)-phenoxymethyl]-allyloxy}-phenyl)-ethanone and 56 mg of O-methyl-hydroxylamine hydrochloride are introduced into 4 ml of methanol. 55 mg of sodium acetate are then added and the mixture is stirred for 24 hours at 25° C. The reaction mixture is diluted with 12 ml of ethyl acetate and washed twice with water. After concentration of the organic phase and purification over silica gel, the title compound is obtained. Reactants: C1(CCCCCC1)N (cycloheptylamine), FC1=C(C(=C(C(=C1F)C(=O)O)F)F)C (2,3,5,6-tetrafluoro-p-toluic acid). Product: C1(CCCCCC1)NC(C1=C(C(=C(C(=C1F)F)C)F)F)=O (N-cycloheptyl-2,3,5,6-tetrafluoro-4-methylbenzamide). RXN SMILES: [CH:1]1([NH2:8])[CH2:7][CH2:6][CH2:5][CH2:4][CH2:3][CH2:2]1.[F:9][C:10]1[C:15]([F:16])=[C:14]([C:17](O)=[O:18])[C:13]([F:20])=[C:12]([F:21])[C:11]=1[CH3:22]>>[CH:1]1([NH:8][C:17](=[O:18])[C:14]2[C:13]([F:20])=[C:12]([F:21])[C:11]([CH3:22])=[C:10]([F:9])[C:15]=2[F:16])[CH2:7][CH2:6][CH2:5][CH2:4][CH2:3][CH2:2]1. Procedure: Prepared in a similar manner to Example 162 using cycloheptylamine and 2,3,5,6-tetrafluoro-p-toluic acid (94%). 1H NMR (CDCl3) δ 1.53 (m, 6H), 1.57 (m, 4H), 2.03 (m, 2H) 2.28 (m, 3H), 4.17 (m, 1H), 5.85 (bs, 1H). MS (304.1, M+H) m. p. 164-165° C. Reactants: COC1=C(N)C=CC(=C1)N1CCP(CC1)(=O)C (2-methoxy-4-(4-methyl-4-oxido-1,4-azaphosphinan-1-yl)aniline), ClC1=NC=C(C(=N1)Cl)Cl (2,4,5-trichloropyrimidine), ClC1=NC=C(C(=N1)NC1=C(C=C(C=C1)N1CCP(CC1)(=O)C)OC)Cl (2,5-dichloro-N-[2-methoxy-4-(4-methyl-4-oxido-1,4-azaphosphinan-1-yl)phenyl]pyrimidin-4-amine), ClC1=NC=C(C(=N1)NC1=C(C=C(C=C1)N1CCP(CC1)(=O)C)OC)Cl (2,5-dichloro-N-[2-methoxy-4-(4-methyl-4-oxido-1,4-azaphosphinan-1-yl)phenyl]pyrimidin-4-amine), S1C(=CC=C1)CN (1-(thiophen-2-yl)methanamine). Product: ClC=1C(=NC(=NC1)NCC=1SC=CC1)NC1=C(C=C(C=C1)N1CCP(CC1)(=O)C)OC (5-chloro-N4-[2-methoxy-4-(4-methyl-4-oxido-1,4-azaphosphinan-1-yl)phenyl]-N2-(thiophen-2-ylmethyl)pyrimidine-2,4-diamine). As a reaction SMILES: COC1C=C(N2CCP(C)(=O)CC2)C=CC=1N.ClC1N=C(Cl)C(Cl)=CN=1.Cl[C:28]1[N:33]=[C:32]([NH:34][C:35]2[CH:40]=[CH:39][C:38]([N:41]3[CH2:46][CH2:45][P:44]([CH3:48])(=[O:47])[CH2:43][CH2:42]3)=[CH:37][C:36]=2[O:49][CH3:50])[C:31]([Cl:51])=[CH:30][N:29]=1.[S:52]1[CH:56]=[CH:55][CH:54]=[C:53]1[CH2:57][NH2:58]>>[Cl:51][C:31]1[C:32]([NH:34][C:35]2[CH:40]=[CH:39][C:38]([N:41]3[CH2:46][CH2:45][P:44]([CH3:48])(=[O:47])[CH2:43][CH2:42]3)=[CH:37][C:36]=2[O:49][CH3:50])=[N:33][C:28]([NH:58][CH2:57][C:53]2[S:52][CH:56]=[CH:55][CH:54]=2)=[N:29][CH:30]=1. Procedure details: The compound can be prepared as in Example 32 by reacting 2-methoxy-4-(4-methyl-4-oxido-1,4-azaphosphinan-1-yl)aniline with 2,4,5-trichloropyrimidine generating 2,5-dichloro-N-[2-methoxy-4-(4-methyl-4-oxido-1,4-azaphosphinan-1-yl)phenyl]pyrimidin-4-amine. 2,5-dichloro-N-[2-methoxy-4-(4-methyl-4-oxido-1,4-azaphosphinan-1-yl)phenyl]pyrimidin-4-amine is then reacted with 1-(thiophen-2-yl)methanamine as described in Example 32. Starting materials: ClC=1C=NC=C(C1NC=1NC2=C(N1)C=C(C1=C2CC(O1)(C)C)C(=O)O)Cl (2-[(3,5-dichloropyridin-4-yl)amino]-7,7-dimethyl-7,8-dihydro-1H-furo[3,2-e]benzimidazole-5-carboxylic acid), CN(C)C=O (DMF), C1(CC1)CN (1-cyclopropylmethanamine), F[B-](F)(F)F.N1(N=NC2=C1C=CC=C2)OC(=[N+](C)C)N(C)C (O-(benzotriazol-1-yl)-N,N,N′,N′-tetramethyluronium tetrafluoroborate), TEA. As a reaction SMILES: [Cl:1][C:2]1[CH:3]=[N:4][CH:5]=[C:6]([Cl:26])[C:7]=1[NH:8][C:9]1[NH:10][C:11]2[C:17]3[CH2:18][C:19]([CH3:22])([CH3:21])[O:20][C:16]=3[C:15]([C:23]([OH:25])=O)=[CH:14][C:12]=2[N:13]=1.F[B-](F)(F)F.[N:32]1(OC(N(C)C)=[N+](C)C)[C:36]2[CH:37]=[CH:38][CH:39]=CC=2N=N1.CN(C=O)C.C1(CN)CC1>C1COCC1>[CH:37]1([CH2:36][NH:32][C:23]([C:15]2[C:16]3[O:20][C:19]([CH3:22])([CH3:21])[CH2:18][C:17]=3[C:11]3[NH:10][C:9]([NH:8][C:7]4[C:6]([Cl:26])=[CH:5][N:4]=[CH:3][C:2]=4[Cl:1])=[N:13][C:12]=3[CH:14]=2)=[O:25])[CH2:39][CH2:38]1 |f:1.2|. The yield is 22.1%. Procedure details: The title compound was prepared following the procedure as described for Example-1 using 2-[(3,5-dichloropyridin-4-yl)amino]-7,7-dimethyl-7,8-dihydro-1H-furo[3,2-e]benzimidazole-5-carboxylic acid (Intermediate-3, 0.080 g, 0.152 mmol), O-(benzotriazol-1-yl)-N,N,N′,N′-tetramethyluronium tetrafluoroborate (0.130 g, 0.406 mmol), TEA (0.5 mL), DMF (1.0 mL), THF (5.0 mL) and 1-cyclopropylmethanamine (0.044 g, 0.406 mmol) to afford 0.015 g of the desired product. 1HNMR (DMSO-d6): δ 0.220 (q, J=4.5 Hz, ... The product is C1(CC1)CNC(=O)C=1C2=C(C3=C(N=C(N3)NC3=C(C=NC=C3Cl)Cl)C1)CC(O2)(C)C (N-(Cyclopropylmethyl)-2-[(3,5-dichloropyridin-4-yl)amino]-7,7-dimethyl-7,8-dihydro-1H-furo[3,2-e]benzimidazole-5-carboxamide). The solvent is C1CCOC1 (THF).